Dataset: the Open Reaction Database (ORD), a public repository of structured organic reaction records. Task: describe an organic reaction: reactants, conditions, products, and yield RXN SMILES: [CH3:1][N:2]([CH3:7])[CH2:3][CH2:4][CH2:5][NH2:6].[ClH:8].[Cl:9][C:10]([N:12]1[C:18]2[S:19][C:20]([CH2:22][CH3:23])=[CH:21][C:17]=2[C:16]([C:24]2[CH:29]=[CH:28][CH:27]=[CH:26][C:25]=2[Cl:30])=[N:15][CH2:14][CH2:13]1)=[O:11]>O1CCCC1>[ClH:9].[ClH:8].[Cl:30][C:25]1[CH:26]=[CH:27][CH:28]=[CH:29][C:24]=1[C:16]1[C:17]2[CH:21]=[C:20]([CH2:22][CH3:23])[S:19][C:18]=2[N:12]([C:10](=[O:11])[NH:6][CH2:5][CH2:4][CH2:3][N:2]([CH3:7])[CH3:1])[CH2:13][CH2:14][N:15]=1 |f:1.2,4.5.6|. Product: Cl.Cl.ClC1=C(C=CC=C1)C=1C2=C(N(CCN1)C(NCCCN(C)C)=O)SC(=C2)CC (5-o-chlorophenyl-7-ethyl-1-(3-dimethylaminopropylcarbamoyl)-2,3-dihydro-1H-thieno[2,3-e][1,4]diazepine dihydrochloride). Starting materials: CN(CCCN)C (3-dimethylaminopropylamine), Cl.ClC(=O)N1CCN=C(C2=C1SC(=C2)CC)C2=C(C=CC=C2)Cl (1-chlorocarbonyl-5-o-chlorophenyl-7-ethyl-2,3-dihydro-1H-thieno[2,3-e][1,4]diazepine hydrochloride), ice. Procedure: To a solution of 9.2 g of 3-dimethylaminopropylamine in 50 ml of tetrahydrofuran is added 7.8 g of 1-chlorocarbonyl-5-o-chlorophenyl-7-ethyl-2,3-dihydro-1H-thieno[2,3-e][1,4]diazepine hydrochloride by portions with cooling and stirring. After the mixture is reacted for two and half hours at room temperature, the reaction substance is poured into 200 ml of ice-cold water and extracted with ethyl acetate. The organic layer is washed with water and dried over anhydrous sodium sulfate and then the s... Run in O1CCCC1 (tetrahydrofuran). Reactants: CCCCCCCCOc1ccc(B(O)O)cn1, Clc1ccc(-c2ccc(OCc3ccccc3)cc2)nn1. Product: CCCCCCCCOc1ccc(-c2ccc(-c3ccc(OCc4ccccc4)cc3)nn2)cn1. RXN SMILES: [CH2:22]([CH2:23][CH2:24][CH2:25][CH2:26][CH2:27][CH2:28][CH3:29])[O:30][c:31]1[n:32][cH:33][c:34]([B:37]([OH:38])[OH:39])[cH:35][cH:36]1.[Cl:1][c:2]1[cH:3][cH:4][c:5](-[c:8]2[cH:9][cH:10][c:11]([O:14][CH2:15][c:16]3[cH:17][cH:18][cH:19][cH:20][cH:21]3)[cH:12][cH:13]2)[n:6][n:7]1>>[c:2]1(-[c:34]2[cH:33][n:32][c:31]([O:30][CH2:22][CH2:23][CH2:24][CH2:25][CH2:26][CH2:27][CH2:28][CH3:29])[cH:36][cH:35]2)[cH:3][cH:4][c:5](-[c:8]2[cH:9][cH:10][c:11]([O:14][CH2:15][c:16]3[cH:17][cH:18][cH:19][cH:20][cH:21]3)[cH:12][cH:13]2)[n:6][n:7]1. The reactants are C(C)(C)(C)NS(=O)(=O)C1=C(C=CC(=C1)NC)C(=O)OC (N-tert-butyl-2-methoxycarbonyl-5-methylaminobenzenesulfonamide), C(C)OC(=O)N=C=S (ethoxycarbonyl isothiocyanate). Solvent: CN(C)C=O (DMF), C(C)(=O)OCC (ethyl acetate). Product: C(C)(C)(C)NS(=O)(=O)C1=C(C=CC(=C1)NCC(=S)NC(=O)OCC)C(=O)OC (N-tert-butyl-5-[N-(ethoxycarbonylaminothiocarbonyl)methylamino]-2-methoxycarbonylbenzenesulfonamide). Yield: 75.0%. Reaction SMILES: [C:1]([NH:5][S:6]([C:9]1[CH:14]=[C:13]([NH:15][CH3:16])[CH:12]=[CH:11][C:10]=1[C:17]([O:19][CH3:20])=[O:18])(=[O:8])=[O:7])([CH3:4])([CH3:3])[CH3:2].[CH2:21]([O:23][C:24]([N:26]=[C:27]=[S:28])=[O:25])[CH3:22]>CN(C=O)C.C(OCC)(=O)C>[C:1]([NH:5][S:6]([C:9]1[CH:14]=[C:13]([NH:15][CH2:16][C:27]([NH:26][C:24]([O:23][CH2:21][CH3:22])=[O:25])=[S:28])[CH:12]=[CH:11][C:10]=1[C:17]([O:19][CH3:20])=[O:18])(=[O:8])=[O:7])([CH3:4])([CH3:3])[CH3:2]. Procedure: 1.20 g (4.0 mmol) of N-tert-butyl-2-methoxycarbonyl-5-methylaminobenzenesulfonamide is dissolved in 5 ml of anhydrous DMF, and 0.60 g (4.3 mmol) of 95% strength ethoxycarbonyl isothiocyanate is added. After 3 h at room temperature the mixture is taken up in ethyl acetate and washed with 1N hydrochloric acid and water. The organic phase is dried over magnesium sulfate and the solvent is removed by distillation. The residue is taken up in a little ethyl acetate and precipitated with heptane at -25... Reactants: Clc1cccc(-c2ccc(CBr)cc2)n1, O=C1NC(=O)c2ccccc21, [K], CN(C)C=O. RXN SMILES: [Br:1][CH2:2][c:3]1[cH:4][cH:5][c:6](-[c:9]2[n:10][c:11]([Cl:15])[cH:12][cH:13][cH:14]2)[cH:7][cH:8]1.[C:16]1(=[O:26])[c:17]2[c:18]([cH:22][cH:23][cH:24][cH:25]2)[C:19](=[O:21])[NH:20]1.[K:27].[O:28]=[CH:29][N:30]([CH3:31])[CH3:32]>>[CH2:2]([c:3]1[cH:4][cH:5][c:6](-[c:9]2[n:10][c:11]([Cl:15])[cH:12][cH:13][cH:14]2)[cH:7][cH:8]1)[N:20]1[C:16](=[O:26])[c:17]2[c:18]([cH:22][cH:23][cH:24][cH:25]2)[C:19]1=[O:21]. Product: O=C1c2ccccc2C(=O)N1Cc1ccc(-c2cccc(Cl)n2)cc1. Reactants: CC#CC(=O)O, C1CCOC1, CN1CCOCC1, CC(C)COC(=O)Cl, Cc1cccc(Nc2c(C#N)cnc3ccc(N)cc23)c1, O. Yields the product CC#CC(=O)Nc1ccc2ncc(C#N)c(Nc3cccc(C)c3)c2c1. As a reaction SMILES: [C:1]([C:2]#[C:3][CH3:4])(=[O:5])[OH:6].[CH2:43]1[O:44][CH2:45][CH2:46][CH2:47]1.[CH3:15][N:16]1[CH2:17][CH2:18][O:19][CH2:20][CH2:21]1.[Cl:7][C:8]([O:9][CH2:10][CH:11]([CH3:12])[CH3:13])=[O:14].[NH2:22][c:23]1[cH:24][c:25]2[c:26]([NH:35][c:36]3[cH:37][c:38]([CH3:42])[cH:39][cH:40][cH:41]3)[c:27]([C:33]#[N:34])[cH:28][n:29][c:30]2[cH:31][cH:32]1.[OH2:48]>>[C:1]([C:2]#[C:3][CH3:4])(=[O:6])[NH:22][c:23]1[cH:24][c:25]2[c:26]([NH:35][c:36]3[cH:37][c:38]([CH3:42])[cH:39][cH:40][cH:41]3)[c:27]([C:33]#[N:34])[cH:28][n:29][c:30]2[cH:31][cH:32]1. The reactants are O1CC(CC(C1)=O)=O (2H-Pyran-3,5(4H,6H)-dione), BrC=1C=C(C=O)C=CC1F (3bromo-4-fluoro-benzaldehyde), NC1=CC(NN1CC)=O (5-amino-1-ethyl-1,2-dihydropyrazol-3-one). The product is BrC=1C=C(C=CC1F)C1C2=C(NC3=C1C(NN3CC)=O)COCC2=O (4-(3-bromo-4-fluorophenyl)-1-ethyl-1,2,4,9-tetrahydropyrano[3,4-b]pyrazolo[4,3-e]pyridin-3,5(6H,8H)-dione). Yield: 24.5%. Reaction SMILES: [O:1]1[CH2:6][C:5](=O)[CH2:4][C:3](=[O:8])[CH2:2]1.[Br:9][C:10]1[CH:11]=[C:12]([CH:15]=[CH:16][C:17]=1[F:18])[CH:13]=O.[NH2:19][C:20]1[N:24]([CH2:25][CH3:26])[NH:23][C:22](=[O:27])[CH:21]=1>>[Br:9][C:10]1[CH:11]=[C:12]([CH:13]2[C:21]3[C:22](=[O:27])[NH:23][N:24]([CH2:25][CH3:26])[C:20]=3[NH:19][C:5]3[CH2:6][O:1][CH2:2][C:3](=[O:8])[C:4]2=3)[CH:15]=[CH:16][C:17]=1[F:18]. Procedure: 2H-Pyran-3,5(4H,6H)-dione (0.11 g, 1 mmol), 3bromo-4-fluoro-benzaldehyde (0.2 g, 1 mmol), and 5-amino-1-ethyl-1,2-dihydropyrazol-3-one (0.12 g, 1 mmol) were processed as described in Example 26C to provide 0.1 g of the title compound. 1H NMR (300 MHz, DMSO-d6) δ 1.2 (t, 3H), 3.82 (q, 2H), 3.99 (s, 2H), 4.52 (q, 2H), 4.96 (s, 1H), 7.18 (m, 1H), 7.21 (t, 1H), 7.39 (dd, 1H), 9.65 (bs, 1H), 10.52 (s, 1H); MS (ESI) m/z 406 (M−H)−; Anal. calcd for C17H15N3BrFO3.0.5 C2H5OH: C, 50.13; H, 4.21; N, 9.74. ... The reactants are CC(=O)NCC1CN(c2ccc(NC3CCN(C(=O)OCc4ccccc4)CC3)c(F)c2)C(=O)O1, ClCCl, O=C(O)C(F)(F)F. Product: CC(=O)NCC1CN(c2ccc(NC3CCNCC3)c(F)c2)C(=O)O1. As a reaction SMILES: [CH2:1]([O:2][C:3](=[O:4])[N:11]1[CH2:12][CH2:13][CH:14]([NH:17][c:18]2[c:19]([F:35])[cH:20][c:21]([N:24]3[C:25](=[O:34])[O:26][CH:27]([CH2:29][NH:30][C:31]([CH3:32])=[O:33])[CH2:28]3)[cH:22][cH:23]2)[CH2:15][CH2:16]1)[c:5]1[cH:6][cH:7][cH:8][cH:9][cH:10]1.[Cl:36][CH2:37][Cl:38].[F:39][C:40]([F:41])([F:42])[C:43]([OH:44])=[O:45]>>[NH:11]1[CH2:12][CH2:13][CH:14]([NH:17][c:18]2[c:19]([F:35])[cH:20][c:21]([N:24]3[C:25](=[O:34])[O:26][CH:27]([CH2:29][NH:30][C:31]([CH3:32])=[O:33])[CH2:28]3)[cH:22][cH:23]2)[CH2:15][CH2:16]1. Starting materials: C1(=CC=CC=C1)S(=O)(=O)C1CNCCC1 (3-(phenylsulfonyl)piperidine), C(C)NCCN (N-ethylethylenediamine), C(=O)(Cl)Cl (phosgene), C1(=CC=CC=C1)S(=O)(=O)C1CN(CCC1)C(=O)Cl (3-(phenylsulfonyl)piperidine-1-carbonylchloride). Yields the product C(C)NCCNC(=O)N1CC(CCC1)S(=O)(=O)C1=CC=CC=C1 (N-[2-(Ethylamino)ethyl]-3-(phenylsulfonyl)-1-piperidinecarboxamide). Reaction SMILES: C1(S(C2CCCNC2)(=O)=O)C=CC=CC=1.C(Cl)(Cl)=O.[C:20]1([S:26]([CH:29]2[CH2:34][CH2:33][CH2:32][N:31]([C:35](Cl)=[O:36])[CH2:30]2)(=[O:28])=[O:27])[CH:25]=[CH:24][CH:23]=[CH:22][CH:21]=1.[CH2:38]([NH:40][CH2:41][CH2:42][NH2:43])[CH3:39]>>[CH2:38]([NH:40][CH2:41][CH2:42][NH:43][C:35]([N:31]1[CH2:32][CH2:33][CH2:34][CH:29]([S:26]([C:20]2[CH:25]=[CH:24][CH:23]=[CH:22][CH:21]=2)(=[O:28])=[O:27])[CH2:30]1)=[O:36])[CH3:39]. Procedure details: The title compound is prepared by reacting 3-(phenylsulfonyl)piperidine with phosgene and reacting the resulting 3-(phenylsulfonyl)piperidine-1-carbonylchloride with N-ethylethylenediamine.